This data is from the Open Reaction Database (ORD), a public repository of structured organic reaction records. The task is: describe an organic reaction: reactants, conditions, products, and yield Starting materials: BrC1=C(C(=C(C=C1)OC)C(F)(F)F)F (1-bromo-2-fluoro-4-methoxy-3-(trifluoromethyl)benzene), ( M ), O1CCCC1 (tetrahydrofuran), [Li]CCCC (n-BuLi). Solvent: CN(C=O)C (N,N-dimethylformamide). Conditions: temperature -78 celsius. The product is FC1=C(C=O)C=CC(=C1C(F)(F)F)OC (2-fluoro-4-methoxy-3-(trifluoromethyl)benzaldehyde). As a reaction SMILES: Br[C:2]1[CH:7]=[CH:6][C:5]([O:8][CH3:9])=[C:4]([C:10]([F:13])([F:12])[F:11])[C:3]=1[F:14].[O:15]1CCC[CH2:16]1.[Li]CCCC>CN(C)C=O>[F:14][C:3]1[C:4]([C:10]([F:13])([F:12])[F:11])=[C:5]([O:8][CH3:9])[CH:6]=[CH:7][C:2]=1[CH:16]=[O:15]. Procedure: Into a 50-mL round-bottom flask purged and maintained with an inert atmosphere of nitrogen, was placed 1-bromo-2-fluoro-4-methoxy-3-(trifluoromethyl)benzene (380 mg, 1.39 mmol, 1.00 equiv), tetrahydrofuran (5.0 mL). This was followed by the addition of n-BuLi (2.5M) (0.62 mL, 1.10 equiv) dropwise with stirring at −78° C. The mixture was stirred for 1 h at −78° C. To this was added N,N-dimethylformamide (1.0 mL) and the resulting solution was stirred for 30 min at −78° C. in a liquid nitrogen bat... Reactants: C, CN(C)c1ccc(OCc2ccccc2)c(C(=O)Nc2cc(-c3ccccc3)ccc2C(=O)OC(C)(C)C)c1, CO, CCOC(C)=O, [Pd]. Product: CN(C)c1ccc(O)c(C(=O)Nc2cc(-c3ccccc3)ccc2C(=O)OC(C)(C)C)c1. RXN SMILES: [C:48].[CH2:1]([c:2]1[cH:3][cH:4][cH:5][cH:6][cH:7]1)[O:8][c:9]1[c:10]([C:11](=[O:12])[NH:13][c:14]2[c:15]([C:16](=[O:17])[O:18][C:19]([CH3:20])([CH3:21])[CH3:22])[cH:23][cH:24][c:25](-[c:27]3[cH:28][cH:29][cH:30][cH:31][cH:32]3)[cH:26]2)[cH:33][c:34]([N:37]([CH3:38])[CH3:39])[cH:35][cH:36]1.[CH3:40][OH:41].[CH3:42][CH2:43][O:44][C:45](=[O:46])[CH3:47].[Pd:49]>>[OH:8][c:9]1[c:10]([C:11](=[O:12])[NH:13][c:14]2[c:15]([C:16](=[O:17])[O:18][C:19]([CH3:20])([CH3:21])[CH3:22])[cH:23][cH:24][c:25](-[c:27]3[cH:28][cH:29][cH:30][cH:31][cH:32]3)[cH:26]2)[cH:33][c:34]([N:37]([CH3:38])[CH3:39])[cH:35][cH:36]1. The reactants are NC1=C(C=NN1C1=CC2=C(NC(=N2)C)C=C1)C(=O)C=1N(C2=CC(=CC=C2C1)I)S(=O)(=O)C1=CC=C(C=C1)C ([5-amino-1-(2-methyl-1H-benzimidazol-5-yl)-1H-pyrazol-4-yl]-[6-iodo-1-(toluene-4-sulfonyl)-1H-indol-2-yl]-methanone), C(C)(=O)[O-].[K+] (potassium acetate), crude product, BrC1=CN=NC=C1 (4-bromo-pyridazine), C([O-])(O)=O.[Na+] (sodium bicarbonate). The reagents and catalysts are C1=CC=C(C=C1)P([C-]2C=CC=C2)C3=CC=CC=C3.C1=CC=C(C=C1)P([C-]2C=CC=C2)C3=CC=CC=C3.Cl[Pd]Cl.[Fe+2].ClCCl ([1,1′-bis(diphenylphosphino)ferrocene]dichloro-palladium (II) dichloromethane), Cl[Pd]([P](C1=CC=CC=C1)(C2=CC=CC=C2)C3=CC=CC=C3)([P](C4=CC=CC=C4)(C5=CC=CC=C5)C6=CC=CC=C6)Cl (dichlorobis(triphenylphosphine)palladium). Solvent: CS(=O)C (dimethylsulfoxide), ClCCl.CO (dichloromethane methanol), O1CCOCC1 (dioxane). Reaction conditions: temperature 110 celsius, time 6 hour. Product: NC1=C(C=NN1C1=CC2=C(NC(=N2)C)C=C1)C(=O)C=1N(C2=CC(=CC=C2C1)C1=CN=NC=C1)S(=O)(=O)C1=CC=C(C=C1)C ([5-amino-1-(2-methyl-1H-benzimidazol-5-yl)-1H-pyrazol-4-yl]-[6-pyridazin-4-yl-1-(toluene-4-sulfonyl)-1H-indol-2-yl]-methanone), material. Yield: 11.0%. Reaction SMILES: [NH2:1][C:2]1[N:6]([C:7]2[CH:16]=[CH:15][C:10]3[NH:11][C:12]([CH3:14])=[N:13][C:9]=3[CH:8]=2)[N:5]=[CH:4][C:3]=1[C:17]([C:19]1[N:20]([S:29]([C:32]2[CH:37]=[CH:36][C:35]([CH3:38])=[CH:34][CH:33]=2)(=[O:31])=[O:30])[C:21]2[C:26]([CH:27]=1)=[CH:25][CH:24]=[C:23](I)[CH:22]=2)=[O:18].C([O-])(=O)C.[K+].Br[C:45]1[CH:50]=[CH:49][N:48]=[N:47][CH:46]=1.C(=O)(O)[O-].[Na+]>C1C=CC(P(C2C=CC=CC=2)[C-]2C=CC=C2)=CC=1.C1C=CC(P(C2C=CC=CC=2)[C-]2C=CC=C2)=CC=1.Cl[Pd]Cl.[Fe+2].ClCCl.Cl[Pd](Cl)([P](C1C=CC=CC=1)(C1C=CC=CC=1)C1C=CC=CC=1)[P](C1C=CC=CC=1)(C1C=CC=CC=1)C1C=CC=CC=1.O1CCOCC1.ClCCl.CO.CS(C)=O>[NH2:1][C:2]1[N:6]([C:7]2[CH:16]=[CH:15][C:10]3[NH:11][C:12]([CH3:14])=[N:13][C:9]=3[CH:8]=2)[N:5]=[CH:4][C:3]=1[C:17]([C:19]1[N:20]([S:29]([C:32]2[CH:37]=[CH:36][C:35]([CH3:38])=[CH:34][CH:33]=2)(=[O:31])=[O:30])[C:21]2[C:26]([CH:27]=1)=[CH:25][CH:24]=[C:23]([C:45]1[CH:50]=[CH:49][N:48]=[N:47][CH:46]=1)[CH:22]=2)=[O:18] |f:1.2,4.5,6.7.8.9.10,13.14,^1:101,120|. Procedure: A mixture of [5-amino-1-(2-methyl-1H-benzimidazol-5-yl)-1H-pyrazol-4-yl]-[6-iodo-1-(toluene-4-sulfonyl)-1H-indol-2-yl]-methanone (194.9 mg, 0.306 mmol), [1,1′-bis(diphenylphosphino)ferrocene]dichloro-palladium (II)/dichloromethane adduct (14.4 mg, 0.015 mmol) bis(pinacol)diborane (100.9 mg, 0.397 mmol), potassium acetate (132.3 mg, 1.35 mmol), and anhydrous dimethylsulfoxide (DMSO) (1.5 ml) was deaerated. Then, the air was replaced three times with argon, and was heated and stirred at 110° C. fo...